Task: describe an organic reaction: reactants, conditions, products, and yield. Dataset: the Open Reaction Database (ORD), a public repository of structured organic reaction records Reactants: C1CCOC1, COC(=O)c1cccn1-c1ccc([N+](=O)[O-])c(NC(=O)CC(=O)c2cccc(C#N)c2)c1, O. Yields the product COC(=O)c1cccn1-c1ccc2c(c1)NC(=O)CC(c1cccc(C#N)c1)=N2. RXN SMILES: [CH2:33]1[O:34][CH2:35][CH2:36][CH2:37]1.[CH3:1][O:2][C:3](=[O:4])[c:5]1[n:6](-[c:10]2[cH:11][c:12]([NH:19][C:20]([CH2:21][C:22](=[O:23])[c:24]3[cH:25][c:26]([C:30]#[N:31])[cH:27][cH:28][cH:29]3)=[O:32])[c:13]([N+:16]([O-:17])=[O:18])[cH:14][cH:15]2)[cH:7][cH:8][cH:9]1.[OH2:38]>>[CH3:1][O:2][C:3](=[O:4])[c:5]1[n:6](-[c:10]2[cH:11][c:12]3[c:13]([cH:14][cH:15]2)[N:16]=[C:22]([c:24]2[cH:25][c:26]([C:30]#[N:31])[cH:27][cH:28][cH:29]2)[CH2:21][C:20](=[O:32])[NH:19]3)[cH:7][cH:8][cH:9]1. Starting materials: C(C1=CC=CC=C1)OC(N(C)[C@@H](C)C(NC=1C(N(C(=CC1)Br)CC=1C=NC=C(C1)C(C1=CC=C(C=C1)F)=O)=O)=O)=O (((S)-1-{6-Bromo-1-[5-(4-fluoro-benzoyl)-pyridin-3-ylmethyl]-2-oxo-1,2-dihydro-pyridin-3-ylcarbamoyl}-ethyl)-methyl-carbamic acid benzyl ester), C1(=CC=CC=C1)B(O)O (phenyl boronic acid), C(=O)([O-])[O-].[Na+].[Na+] (Na2CO3). The reagents and catalysts are Cl[Pd]([P](C1=CC=CC=C1)(C2=CC=CC=C2)C3=CC=CC=C3)([P](C4=CC=CC=C4)(C5=CC=CC=C5)C6=CC=CC=C6)Cl (PdCl2(PPh3)2). Run in C1(=CC=CC=C1)C (toluene), C(C)O (ethanol), CCOC(=O)C (EtOAc). Reaction conditions: temperature 80 celsius, time 1 hour. The product is C(C1=CC=CC=C1)OC(N(C)[C@@H](C)C(NC=1C(N(C(=CC1)C1=CC=CC=C1)CC=1C=NC=C(C1)C(C1=CC=C(C=C1)F)=O)=O)=O)=O (((S)-1-{1-[5-(4-Fluoro-benzoyl)-pyridin-3-ylmethyl]-2-oxo-6-phenyl-1,2-dihydro-pyridin-3-ylcarbamoyl}-ethyl)-methyl-carbamic acid benzyl ester). The yield is 89.5%. Reaction SMILES: [CH2:1]([O:8][C:9](=[O:41])[N:10]([C@H:12]([C:14](=[O:40])[NH:15][C:16]1[C:17](=[O:39])[N:18]([CH2:23][C:24]2[CH:25]=[N:26][CH:27]=[C:28]([C:30](=[O:38])[C:31]3[CH:36]=[CH:35][C:34]([F:37])=[CH:33][CH:32]=3)[CH:29]=2)[C:19](Br)=[CH:20][CH:21]=1)[CH3:13])[CH3:11])[C:2]1[CH:7]=[CH:6][CH:5]=[CH:4][CH:3]=1.[C:42]1(B(O)O)[CH:47]=[CH:46][CH:45]=[CH:44][CH:43]=1.C([O-])([O-])=O.[Na+].[Na+]>C1(C)C=CC=CC=1.C(O)C.CCOC(C)=O.Cl[Pd](Cl)([P](C1C=CC=CC=1)(C1C=CC=CC=1)C1C=CC=CC=1)[P](C1C=CC=CC=1)(C1C=CC=CC=1)C1C=CC=CC=1>[CH2:1]([O:8][C:9](=[O:41])[N:10]([C@H:12]([C:14](=[O:40])[NH:15][C:16]1[C:17](=[O:39])[N:18]([CH2:23][C:24]2[CH:25]=[N:26][CH:27]=[C:28]([C:30](=[O:38])[C:31]3[CH:36]=[CH:35][C:34]([F:37])=[CH:33][CH:32]=3)[CH:29]=2)[C:19]([C:42]2[CH:47]=[CH:46][CH:45]=[CH:44][CH:43]=2)=[CH:20][CH:21]=1)[CH3:13])[CH3:11])[C:2]1[CH:7]=[CH:6][CH:5]=[CH:4][CH:3]=1 |f:2.3.4,^1:75,94|. Procedure: A mixture of ((S)-1-{6-bromo-1-[5-(4-fluoro-benzoyl)-pyridin-3-ylmethyl]-2-oxo-1,2-dihydro-pyridin-3-ylcarbamoyl}-ethyl)-methyl-carbamic acid benzyl ester (1D) (79 mg, 0.13 mmol) and phenyl boronic acid (19 mg, 0.15 mmol) in 8 mL of toluene, 3 mL of ethanol and Na2CO3 (0.5 mL, 0.5 mmol, 1 M aqueous solution) is degassed under vacuum. PdCl2(PPh3)2 (5 mg, 0.006 mmol) is added to the mixture. The reaction mixture is stirred at 80° C. for 1 hour, cooled to room temperature and diluted with 20 mL of ... Reactants: O=C(OCc1ccccc1)N1CCCC1C(=O)N1CCCC1C(O)CSc1ccccc1, ClC(Cl)Cl, O=C(OO)c1cccc(Cl)c1, ClCCl. Yields the product O=C(OCc1ccccc1)N1CCCC1C(=O)N1CCCC1C(O)CS(=O)c1ccccc1. RXN SMILES: [CH2:1]([c:2]1[cH:3][cH:4][cH:5][cH:6][cH:7]1)[O:8][C:9](=[O:10])[N:11]1[CH:12]([C:13](=[O:14])[N:15]2[CH:16]([CH:20]([CH2:21][S:22][c:23]3[cH:24][cH:25][cH:26][cH:27][cH:28]3)[OH:29])[CH2:17][CH2:18][CH2:19]2)[CH2:30][CH2:31][CH2:32]1.[CH:47]([Cl:48])([Cl:49])[Cl:50].[Cl:33][c:34]1[cH:35][cH:36][cH:37][c:38]([C:39]([O:40][OH:42])=[O:41])[cH:43]1.[Cl:44][CH2:45][Cl:46]>>[CH2:1]([c:2]1[cH:3][cH:4][cH:5][cH:6][cH:7]1)[O:8][C:9](=[O:10])[N:11]1[CH:12]([C:13](=[O:14])[N:15]2[CH:16]([CH:20]([CH2:21][S:22]([c:23]3[cH:24][cH:25][cH:26][cH:27][cH:28]3)=[O:41])[OH:29])[CH2:17][CH2:18][CH2:19]2)[CH2:30][CH2:31][CH2:32]1. The reactants are C1(CCCC1)ONS(=O)(=O)C1=CC(=CC=C1)[N+](=O)[O-] (N1-(cyclopentyloxy)-3-nitro-1-benzenesulfonamide), [H][H] (hydrogen). Reagents/catalysts: [Pd] (Palladium on barium sulfate). The solvent is C(C)O (ethanol). Yields the product NC=1C=C(C=CC1)S(=O)(=O)NOC1CCCC1 (3-amino-N1-(cyclopentyloxy)-1-benzenesulfonamide). Yield: 100.1%. Reaction SMILES: [CH:1]1([O:6][NH:7][S:8]([C:11]2[CH:16]=[CH:15][CH:14]=[C:13]([N+:17]([O-])=O)[CH:12]=2)(=[O:10])=[O:9])[CH2:5][CH2:4][CH2:3][CH2:2]1.[H][H]>C(O)C.[Pd]>[NH2:17][C:13]1[CH:12]=[C:11]([S:8]([NH:7][O:6][CH:1]2[CH2:5][CH2:4][CH2:3][CH2:2]2)(=[O:9])=[O:10])[CH:16]=[CH:15][CH:14]=1. Procedure details: A solution of N1-(cyclopentyloxy)-3-nitro-1-benzenesulfonamide (2.98 g, 10.41 mmol) in 50 mL of absolute ethanol was combined with 5 wt % Palladium on barium sulfate (300 mg) and reduced under a balloon of hydrogen gas with vigorous agitation for 18 hours. The mixture was filtered, washed with ethanol, and evaporated in vacuo to a residue. The crude product was purified on flash grade silica gel eluting with 4:1 hexane:ethyl acetate. Fractions containing the product were combined, evaporated in ... Reactants: COC1=CC=2C(=NN(N2)CC(=O)O)C=C1 (5-methoxybenzotriazole-2-acetic acid), C(=O)C1=CC=C(C=C1)C1=CC=CC=C1 (4-formyl-biphenyl), N1CCCCC1 (piperidine). Run in CN(C=O)C (dimethylformamide). Yields the product COC1=CC=2C(=NN(N2)C=CC2=CC=C(C=C2)C2=CC=CC=C2)C=C1 (5-methoxy-2-[(p-phenyl)-styryl]-benzotriazole). Yield: 60.3%. As a reaction SMILES: [CH3:1][O:2][C:3]1[CH:15]=[CH:14][C:6]2=[N:7][N:8]([CH2:10][C:11](O)=O)[N:9]=[C:5]2[CH:4]=1.C([C:18]1[CH:23]=[CH:22][C:21]([C:24]2[CH:29]=[CH:28][CH:27]=[CH:26][CH:25]=2)=[CH:20][CH:19]=1)=O.N1CCCCC1>CN(C)C=O>[CH3:1][O:2][C:3]1[CH:15]=[CH:14][C:6]2=[N:7][N:8]([CH:10]=[CH:11][C:27]3[CH:28]=[CH:29][C:24]([C:21]4[CH:22]=[CH:23][CH:18]=[CH:19][CH:20]=4)=[CH:25][CH:26]=3)[N:9]=[C:5]2[CH:4]=1. Reported procedure: 21 g of 5-methoxybenzotriazole-2-acetic acid, 20 g of 4-formyl-biphenyl and 5 ml of piperidine are melted at 165° to 175° C for 10 hours. 50 ml of dimethylformamide are then added and the product is allowed to crystallise. 20 g of 5-methoxy-2-[(p-phenyl)-styryl]-benzotriazole are obtained and after recrystallisation from methylglycol this melts at 176° C.